From a dataset of the Open Reaction Database (ORD), a public repository of structured organic reaction records. describe an organic reaction: reactants, conditions, products, and yield Starting materials: C1CCNC1, COCn1c(-c2nc3c(OC)ccc(N4CCOCC4)c3s2)nc2ccc(Cl)nc21, O. Yields the product COCn1c(-c2nc3c(OC)ccc(N4CCOCC4)c3s2)nc2ccc(C3CCNC3)nc21. RXN SMILES: [CH2:31]1[CH2:32][CH2:33][NH:34][CH2:35]1.[Cl:1][c:2]1[cH:3][cH:4][c:5]2[c:6]([n:7]1)[n:8]([CH2:28][O:29][CH3:30])[c:9](-[c:11]1[s:12][c:13]3[c:14]([n:15]1)[c:16]([O:26][CH3:27])[cH:17][cH:18][c:19]3[N:20]1[CH2:21][CH2:22][O:23][CH2:24][CH2:25]1)[n:10]2.[OH2:36]>>[c:2]1([CH:31]2[CH2:32][CH2:33][NH:34][CH2:35]2)[cH:3][cH:4][c:5]2[c:6]([n:7]1)[n:8]([CH2:28][O:29][CH3:30])[c:9](-[c:11]1[s:12][c:13]3[c:14]([n:15]1)[c:16]([O:26][CH3:27])[cH:17][cH:18][c:19]3[N:20]1[CH2:21][CH2:22][O:23][CH2:24][CH2:25]1)[n:10]2.